This data is from the Open Reaction Database (ORD), a public repository of structured organic reaction records. The task is: describe an organic reaction: reactants, conditions, products, and yield Reactants: COc1ccc(C(C)(C)C)cc1C(=O)O, O=[N+]([O-])O, O=S(=O)(O)O. Yields the product COc1c(C(=O)O)cc(C(C)(C)C)cc1[N+](=O)[O-]. As a reaction SMILES: [CH3:1][O:2][c:3]1[c:4]([C:5](=[O:6])[OH:7])[cH:8][c:9]([C:12]([CH3:13])([CH3:14])[CH3:15])[cH:10][cH:11]1.[OH:16][N+:17]([O-:18])=[O:19].[S:20](=[O:21])(=[O:22])([OH:23])[OH:24]>>[CH3:1][O:2][c:3]1[c:4]([C:5](=[O:6])[OH:7])[cH:8][c:9]([C:12]([CH3:13])([CH3:14])[CH3:15])[cH:10][c:11]1[N+:17](=[O:16])[O-:18].